This data is from the Open Reaction Database (ORD), a public repository of structured organic reaction records. The task is: describe an organic reaction: reactants, conditions, products, and yield The reactants are FC(C(=O)O)(F)F.C(C1=CC=CC=C1)OC(N[C@H](C(NCC1CCN(CC1)C(C)=N)=O)C1CCCCC1)=O ((S)-(Cyclohexyl-{[1-(1-imino-ethyl)-piperidin-4-ylmethyl]-carbamoyl}-methyl)-carbamic acid benzyl ester trifluoroacetic acid salt), C(C)(=O)O (acetic acid). Reagents/catalysts: [Pd] (palladium/charcoal). Run in CO (methanol). Product: FC(C(=O)O)(F)F.N[C@H](C(=O)NCC1CCN(CC1)C(C)=N)C1CCCCC1 (2-Amino-2-(S)-cyclohexyl-N-[1-(1-imino-ethyl)-piperidin-4-ylmethyl]-acetamide trifluoroacetic acid salt). Isolated yield 113.3%. Reaction SMILES: [F:1][C:2]([F:7])([F:6])[C:3]([OH:5])=[O:4].C(OC(=O)[NH:17][C@@H:18]([CH:32]1[CH2:37][CH2:36][CH2:35][CH2:34][CH2:33]1)[C:19](=[O:31])[NH:20][CH2:21][CH:22]1[CH2:27][CH2:26][N:25]([C:28](=[NH:30])[CH3:29])[CH2:24][CH2:23]1)C1C=CC=CC=1.C(O)(=O)C>CO.[Pd]>[F:1][C:2]([F:7])([F:6])[C:3]([OH:5])=[O:4].[NH2:17][C@@H:18]([CH:32]1[CH2:33][CH2:34][CH2:35][CH2:36][CH2:37]1)[C:19]([NH:20][CH2:21][CH:22]1[CH2:27][CH2:26][N:25]([C:28](=[NH:30])[CH3:29])[CH2:24][CH2:23]1)=[O:31] |f:0.1,5.6|. Procedure details: (S)-(Cyclohexyl-{[1-(1-imino-ethyl)-piperidin-4-ylmethyl]-carbamoyl}-methyl)-carbamic acid benzyl ester trifluoroacetic acid salt (340 mg, 0.62 mmol) was hydrogenated in methanol (50 ml) and acetic acid (3 ml) using palladium/charcoal (10%) as a catalyst. The solvent was evaporated and the residue solved in water and lyophilized to give 287 mg of the desired product (88%). MS m/z: 295.4 (M+H)+. Starting materials: O=C1C=C(O)CC(CCc2cccc(OCc3ccccc3)c2)(C2CCCC2)O1, C1CCOC1. The product is O=C1C=C(O)CC(CCc2cccc(O)c2)(C2CCCC2)O1. As a reaction SMILES: [CH2:1]([c:2]1[cH:3][cH:4][cH:5][cH:6][cH:7]1)[O:8][c:9]1[cH:10][c:11]([CH2:15][CH2:16][C:17]2([CH:25]3[CH2:26][CH2:27][CH2:28][CH2:29]3)[CH2:18][C:19]([OH:24])=[CH:20][C:21](=[O:23])[O:22]2)[cH:12][cH:13][cH:14]1.[CH2:30]1[O:31][CH2:32][CH2:33][CH2:34]1>>[OH:8][c:9]1[cH:10][c:11]([CH2:15][CH2:16][C:17]2([CH:25]3[CH2:26][CH2:27][CH2:28][CH2:29]3)[CH2:18][C:19]([OH:24])=[CH:20][C:21](=[O:23])[O:22]2)[cH:12][cH:13][cH:14]1. Reactants: C1(C=2C(C(N1CCOC(C)(C)OCCN1C(C=3C(C1=O)=CC=CC3)=O)=O)=CC=CC2)=O (2,2-Di-(2-phthalimidoethoxy)propane), [OH-].[Na+] (sodium hydroxide). Run in O (H2O). Product: NCCOC(C)(C)OCCN (2,2-di-(2-aminoethoxy)propane). Isolated yield 70.0%. Reaction SMILES: C1(=O)[N:5]([CH2:6][CH2:7][O:8][C:9]([O:12][CH2:13][CH2:14][N:15]2C(=O)C3=CC=CC=C3C2=O)([CH3:11])[CH3:10])C(=O)C2=CC=CC=C12.[OH-].[Na+]>O>[NH2:15][CH2:14][CH2:13][O:12][C:9]([O:8][CH2:7][CH2:6][NH2:5])([CH3:10])[CH3:11] |f:1.2|. Reported procedure: 2,2-Di-(2-phthalimidoethoxy)propane (46.2 gm, 0.11 mole), sodium hydroxide (43.7 gm, 1.10 mole) and 100 mL of H2O were combined and refluxed for 20 hours. After cooling this solution was extracted with p-dioxane in a liquid-liquid extractor for 20 hours. The p-dioxane was removed by rotary evaporation to give a yellow oil. The oil was distilled under reduced pressure yielding 12.5 gm of a clear colourless oil: 0.077 mole, 71%. bp 107°-110° C./0.18 mm Hg. NMR δ(CDCl3)3.41(tr, 4 H, J=6 Hz, CH2O), ... The reactants are NC=1C=C(C(=CC1)C1=CC=C(C=C1)N)C1=CC=CC=C1C(=O)N (4,4'-diaminobiphenyl-2-benzamide), [N+](=O)([O-])C=1C=C(C(=CC1)C1=CC=C(C=C1)[N+](=O)[O-])N (4,4'-dinitro-2-biphenylamine), C(C1=CC=CC=C1)(=O)Cl (benzoyl chloride). The reagents and catalysts are CN(C)C1=CC=NC=C1 (4-dimethylamine pyridine). Run in CN1C(CCC1)=O (N-methyl-2-pyrrolidinone). Product: C(C1=CC=CC=C1)(=O)N=C1C(=CC=C(C1)[N+](=O)[O-])C1=CC=C(C=C1)[N+](=O)[O-] (2-(N-benzoylimino)-4,4'-dinitrobiphenyl). Reaction SMILES: NC1C=C([C:15]2[C:20]([C:21](N)=[O:22])=[CH:19][CH:18]=[CH:17][CH:16]=2)C(C2C=CC(N)=CC=2)=CC=1.[N+:24]([C:27]1[CH:28]=[C:29]([NH2:42])[C:30]([C:33]2[CH:38]=[CH:37][C:36]([N+:39]([O-:41])=[O:40])=[CH:35][CH:34]=2)=[CH:31][CH:32]=1)([O-:26])=[O:25].C(Cl)(=O)C1C=CC=CC=1>CN(C1C=CN=CC=1)C.CN1CCCC1=O>[C:21]([N:42]=[C:29]1[CH2:28][C:27]([N+:24]([O-:26])=[O:25])=[CH:32][CH:31]=[C:30]1[C:33]1[CH:34]=[CH:35][C:36]([N+:39]([O-:41])=[O:40])=[CH:37][CH:38]=1)(=[O:22])[C:20]1[CH:15]=[CH:16][CH:17]=[CH:18][CH:19]=1. Procedure: A method for preparing 4,4'-diaminobiphenyl-2-benzamide which consists essentially of the steps of reacting 4,4'-dinitro-2-biphenylamine with benzoyl chloride in the presence of 4-dimethylamine pyridine in N-methyl-2-pyrrolidinone (NMP) to give 2-(N-benzoylimino)-4,4'-dinitrobiphenyl, and hydrogenating said 2-(N-benzoylimino)-4,4:dinitrobiphenyl. Reactants: COc1ncc(Br)c(OC)n1, CCCCCC, CCOCC, CCOC=O, N#N, O. The product is COc1ncc(C=O)c(OC)n1. Reaction SMILES: [Br:7][c:8]1[c:9]([O:16][CH3:17])[n:10][c:11]([O:14][CH3:15])[n:12][cH:13]1.[CH3:1][CH2:2][CH2:3][CH2:4][CH2:5][CH3:6].[CH3:25][CH2:26][O:27][CH2:28][CH3:29].[CH:20](=[O:21])[O:22][CH2:23][CH3:24].[N:18]#[N:19].[OH2:30]>>[c:8]1([CH:20]=[O:21])[c:9]([O:16][CH3:17])[n:10][c:11]([O:14][CH3:15])[n:12][cH:13]1.